Dataset: the Open Reaction Database (ORD), a public repository of structured organic reaction records. Task: describe an organic reaction: reactants, conditions, products, and yield The reactants are C(C)(C)(C)OC(NC=1C=NC(=C(C1)F)Cl)=O ((6-chloro-5-fluoro-pyridin-3-yl)-carbamic acid tert-butyl ester), CN(CCN(C)C)C (N,N,N′,N′-tetramethylethylenediamine), II (iodine), [Li]CCCC (nBuLi), Cl (HCl), ice. The solvent is C(C)OCC (diethyl ether), C1CCOC1 (THF). Reaction conditions: temperature -20 celsius, time 90 minute. The product is C(C)(C)(C)OC(NC=1C=NC(=C(C1I)F)Cl)=O ((6-Chloro-5-fluoro-4-iodopyridin-3-yl)-carbamic acid tert-butyl ester). Yield: 81.8%. RXN SMILES: [Li]CCCC.[C:6]([O:10][C:11](=[O:21])[NH:12][C:13]1[CH:14]=[N:15][C:16]([Cl:20])=[C:17]([F:19])[CH:18]=1)([CH3:9])([CH3:8])[CH3:7].CN(C)CCN(C)C.[I:30]I.Cl>C(OCC)C.C1COCC1>[C:6]([O:10][C:11](=[O:21])[NH:12][C:13]1[CH:14]=[N:15][C:16]([Cl:20])=[C:17]([F:19])[C:18]=1[I:30])([CH3:9])([CH3:7])[CH3:8]. Procedure: nBuLi (107 mL, 2.5 M in hexanes, 268 mmol) was added dropwise to a cooled (−78° C.) solution of (6-chloro-5-fluoro-pyridin-3-yl)-carbamic acid tert-butyl ester (22 g, 89.2 mmol) and N,N,N′,N′-tetramethylethylenediamine (40.5 mL, 268 mmol) in anhydrous diethyl ether (400 mL) under an argon atmosphere, ensuring that the internal temperature of the reaction was maintained below −60° C. On complete addition, the reaction mixture was allowed to warm to −20° C. and stirred for 90 minutes. The reaction... Starting materials: C(C)(C)N (isopropylamine), Cl (hydrogen chloride), C(#N)[BH3-].[Na+] (sodium cyanoborohydride), OC1CCC2(C(N1)=O)C1=CC=CC=C1C=1C=CC=CC12 (6'-hydroxyspiro(9H-fluorene-9,3'-piperidine)-2'-one), cyclic carbinol, Cl (hydrochloric acid). Solvent: C(C)#N (acetonitrile). Conditions: temperature 25 celsius. The product is C(N)(=O)C1(C2=CC=CC=C2C=2C=CC=CC12)CCCNC(C)C (9-carbamoyl-9-(3-isopropylaminopropyl)fluorene). Isolated yield 70.0%. Reaction SMILES: [CH:1]([NH2:4])([CH3:3])[CH3:2].Cl.C([BH3-])#N.[Na+].O[CH:11]1[NH:16][C:15](=[O:17])[C:14]2([C:29]3[CH:28]=[CH:27][CH:26]=[CH:25][C:24]=3[C:23]3[C:18]2=[CH:19][CH:20]=[CH:21][CH:22]=3)[CH2:13][CH2:12]1>C(#N)C>[C:15]([C:14]1([CH2:13][CH2:12][CH2:11][NH:4][CH:1]([CH3:3])[CH3:2])[C:29]2[CH:28]=[CH:27][CH:26]=[CH:25][C:24]=2[C:23]2[C:18]1=[CH:19][CH:20]=[CH:21][CH:22]=2)(=[O:17])[NH2:16] |f:2.3|. Reported procedure: The pH of a cold (10° C.) solution of 12.0 ml of isopropylamine in 500 ml of acetonitrile was adjusted to 8.0 by addition of gaseous hydrogen chloride. While the reaction mixture was stirred there were added sequentially 2.0 g of sodium cyanoborohydride and 5.4 g of 6'-hydroxyspiro(9H-fluorene-9,3'-piperidine)-2'-one (the cyclic carbinol and its tautomer prepared as described in Examples 1 and 2). The reaction mixture was heated at reflux for six hours, cooled to 25° C. and then diluted by addit... The reactants are O=C[C@H](O)[C@@H](O)[C@@H](O)CO (L-arabinose), C1(CC1)CN (cyclopropylmethylamine), ClCCN=C=O (2-chloroethyl isocyanate). Product: ClCCNC(=O)N(C1[C@H](O)[C@@H](O)[C@@H](O)CO1)CC1CC1 (1-(2-chloroethyl)-3-cyclopropylmethyl-3-(L-arabinopyranosyl) urea). Yield: 38.9%. As a reaction SMILES: O=[CH:2][C@@H:3]([C@H:5]([C@H:7]([CH2:9][OH:10])[OH:8])[OH:6])[OH:4].[CH:11]1([CH2:14][NH2:15])[CH2:13][CH2:12]1.[Cl:16][CH2:17][CH2:18][N:19]=[C:20]=[O:21]>>[Cl:16][CH2:17][CH2:18][NH:19][C:20]([N:15]([CH2:14][CH:11]1[CH2:13][CH2:12]1)[CH:9]1[O:10][CH2:2][C@H:3]([OH:4])[C@H:5]([OH:6])[C@H:7]1[OH:8])=[O:21]. Procedure: 3.0 g of L-arabinose, 2.2 g of cyclopropylmethylamine and 2.5 g of 2-chloroethyl isocyanate are treated in the same manner as described in Example 23-(1). 2.4 g of 1-(2-chloroethyl)-3-cyclopropylmethyl-3-(L-arabinopyranosyl) urea are thereby obtained as colorless caramel. Starting materials: CCO, [H][H], O=C(NCCCn1ccnc1)c1cccc([N+](=O)[O-])c1. The product is Nc1cccc(C(=O)NCCCn2ccnc2)c1. As a reaction SMILES: [CH3:23][CH2:24][OH:25].[H:21][H:22].[n:1]1([CH2:6][CH2:7][CH2:8][NH:9][C:10]([c:11]2[cH:12][c:13]([N+:17]([O-:18])=[O:19])[cH:14][cH:15][cH:16]2)=[O:20])[cH:2][n:3][cH:4][cH:5]1>>[n:1]1([CH2:6][CH2:7][CH2:8][NH:9][C:10]([c:11]2[cH:12][c:13]([NH2:17])[cH:14][cH:15][cH:16]2)=[O:20])[cH:2][n:3][cH:4][cH:5]1. Starting materials: C(C)(=O)OC=1C=C(C=CC1OC(C)=O)C(C(=O)OCC)C (Ethyl 3,4-diacetoxyphenylpropionate), C(CCCCCCCCCCC)N (laurylamine). The product is C(CCCCCCCCCCC)NC(C(C)C1=CC(=C(C=C1)O)O)=O (N-Lauryl-3,4-dihydroxyphenylpropionamide). As a reaction SMILES: C([O:4][C:5]1[CH:6]=[C:7]([CH:15]([CH3:21])[C:16]([O:18]CC)=O)[CH:8]=[CH:9][C:10]=1[O:11]C(=O)C)(=O)C.[CH2:22]([NH2:34])[CH2:23][CH2:24][CH2:25][CH2:26][CH2:27][CH2:28][CH2:29][CH2:30][CH2:31][CH2:32][CH3:33]>>[CH2:22]([NH:34][C:16](=[O:18])[CH:15]([C:7]1[CH:8]=[CH:9][C:10]([OH:11])=[C:5]([OH:4])[CH:6]=1)[CH3:21])[CH2:23][CH2:24][CH2:25][CH2:26][CH2:27][CH2:28][CH2:29][CH2:30][CH2:31][CH2:32][CH3:33]. Reported procedure: Ethyl 3,4-diacetoxyphenylpropionate and laurylamine were used to obtain N-Lauryl-3,4-dihydroxyphenylpropionamide by carrying out the same procedures as described in Example 1. Reactants: COC(C1=CC(=C(C(=C1)[N+](=O)[O-])Cl)[N+](=O)[O-])=O (4-chloro-3,5-dinitro-benzoic acid methyl ester), Cl[Sn]Cl (SnCl2). Solvent: CO (MeOH). Yields the product COC(C1=CC(=C(C(=C1)N)Cl)N)=O (3,5-diamino-4-chloro-benzoic acid methyl ester). The yield is 77.8%. RXN SMILES: [CH3:1][O:2][C:3](=[O:17])[C:4]1[CH:9]=[C:8]([N+:10]([O-])=O)[C:7]([Cl:13])=[C:6]([N+:14]([O-])=O)[CH:5]=1.Cl[Sn]Cl>CO>[CH3:1][O:2][C:3](=[O:17])[C:4]1[CH:9]=[C:8]([NH2:10])[C:7]([Cl:13])=[C:6]([NH2:14])[CH:5]=1. Procedure details: A mixture of 4-chloro-3,5-dinitro-benzoic acid methyl ester (D25a) (2.6 g, 10 mmol, 1 equiv) and SnCl2 (18.95 g, 100 mmol, 10 equiv) in MeOH (80 ml) was refluxed for 1 h, cooled to room temperature and concentrated in vacuo. The residue was partitioned between AcOEt and 2N aqueous NaOH solution. The organic phase was dried over MgSO4 and concentrated in vacuo. The residue was triturated with 1:1 Et2O/iso-hexane to give 3,5-diamino-4-chloro-benzoic acid methyl ester (D27a) (1.56 g, 78%) as a ligh... The reactants are [BH4-], CCO, Cl, [Na+], CC(=O)CCCC#CCC#CCC(=O)O. The product is CC(O)CCCC#CCC#CCC(=O)O. As a reaction SMILES: [BH4-:16].[CH3:19][CH2:20][OH:21].[ClH:18].[Na+:17].[O:1]=[C:2]([CH2:3][CH2:4][CH2:5][C:6]#[C:7][CH2:8][C:9]#[C:10][CH2:11][C:12](=[O:13])[OH:14])[CH3:15]>>[OH:1][CH:2]([CH2:3][CH2:4][CH2:5][C:6]#[C:7][CH2:8][C:9]#[C:10][CH2:11][C:12](=[O:13])[OH:14])[CH3:15].